From a dataset of the Open Reaction Database (ORD), a public repository of structured organic reaction records. describe an organic reaction: reactants, conditions, products, and yield The reactants are CC(C)(C)[Si](C)(C)Cl, CN(C)C=O, N#Cc1cnc2ccc(I)cc2c1SCCCO, c1c[nH]cn1. The product is CC(C)(C)[Si](C)(C)OCCCSc1c(C#N)cnc2ccc(I)cc12. RXN SMILES: [C:24]([CH3:25])([CH3:26])([CH3:27])[Si:28]([CH3:29])([CH3:30])[Cl:31].[O:32]=[CH:33][N:34]([CH3:35])[CH3:36].[OH:1][CH2:2][CH2:3][CH2:4][S:5][c:6]1[c:7]([C:17]#[N:18])[cH:8][n:9][c:10]2[cH:11][cH:12][c:13]([I:16])[cH:14][c:15]12.[nH:19]1[cH:20][cH:21][n:22][cH:23]1>>[O:1]([CH2:2][CH2:3][CH2:4][S:5][c:6]1[c:7]([C:17]#[N:18])[cH:8][n:9][c:10]2[cH:11][cH:12][c:13]([I:16])[cH:14][c:15]12)[Si:28]([C:24]([CH3:25])([CH3:26])[CH3:27])([CH3:29])[CH3:30]. Starting materials: BrC1=CC=C(C=C1)C=1C2=C(SC1)C=C(C=C2)OC (3-(4-bromo-phenyl)-6-methoxy-benzo[b]thiophene), methoxy, Br\C=C\CCBr ((E)-1,4-dibromobutene), C(C=C)NC (N-allyl-methyl-amine). Yields the product BrC1=CC=C(C=C1)C=1C2=C(SC1)C=C(C=C2)O (3-(4-bromo-phenyl)-benzo[b]thiophen-6-ol), BrC/C=C/COC=1C=CC2=C(SC=C2C2=CC=C(C=C2)Br)C1 (6-(4-(E)-bromo-but-2-enyloxy)-3-(4-bromo-phenyl)-benzo[b]thiophene), C(C=C)N(C)C\C=C\COC=1C=CC2=C(SC=C2C2=CC=C(C=C2)Br)C1 ((E)-allyl-[4-[3(4-bromo-phenyl)-benzo[b]thiopen-6-yloxy]-but-2-enyl]-methyl-amine). RXN SMILES: [Br:1][C:2]1[CH:7]=[CH:6][C:5]([C:8]2[C:9]3[CH:16]=[CH:15][C:14]([O:17][CH3:18])=[CH:13][C:10]=3[S:11][CH:12]=2)=[CH:4][CH:3]=1.[Br:19]/[CH:20]=[CH:21]/[CH2:22][CH2:23]Br.[CH2:25]([NH:28][CH3:29])[CH:26]=[CH2:27]>>[Br:1][C:2]1[CH:7]=[CH:6][C:5]([C:8]2[C:9]3[CH:16]=[CH:15][C:14]([OH:17])=[CH:13][C:10]=3[S:11][CH:12]=2)=[CH:4][CH:3]=1.[Br:19][CH2:20]/[CH:21]=[CH:22]/[CH2:18][O:17][C:14]1[CH:15]=[CH:16][C:9]2[C:8]([C:5]3[CH:6]=[CH:7][C:2]([Br:1])=[CH:3][CH:4]=3)=[CH:12][S:11][C:10]=2[CH:13]=1.[CH2:21]([N:28]([CH2:25]/[CH:26]=[CH:27]/[CH2:18][O:17][C:14]1[CH:15]=[CH:16][C:9]2[C:8]([C:5]3[CH:6]=[CH:7][C:2]([Br:1])=[CH:3][CH:4]=3)=[CH:12][S:11][C:10]=2[CH:13]=1)[CH3:29])[CH:22]=[CH2:23]. Procedure details: Analogously to Example 3, from 3-(4-bromo-phenyl)-6-methoxy-benzo[b]thiophene (Ex. 3b), after cleavage of the methoxy protecting group, reaction with (E)-1,4-dibromobutene and N-allyl-methyl-amine and salt formation, via 3-(4-bromo-phenyl)-benzo[b]thiophen-6-ol und via 6-(4-(E)-bromo-but-2-enyloxy)-3-(4-bromo-phenyl)-benzo[b]thiophene there is obtained (E)-allyl-[4-[3(4-bromo-phenyl)-benzo[b]thiopen-6-yloxy]-but-2-enyl]-methyl-amine.fumarat (1:1), MS: m/e 428 (M+H+, Br). The reactants are O=C([O-])[O-], CCCO, [Cs+], [Cs+], NCCNC(=S)Nc1c(Cl)cc([N+](=O)[O-])cc1Cl. Yields the product O=[N+]([O-])c1cc(Cl)c(N=C2NCCN2)c(Cl)c1. As a reaction SMILES: [C:19](=[O:20])([O-:21])[O-:22].[CH2:25]([OH:26])[CH2:27][CH3:28].[Cs+:23].[Cs+:24].[NH2:1][CH2:2][CH2:3][NH:4][C:5](=[S:6])[NH:7][c:8]1[c:9]([Cl:18])[cH:10][c:11]([N+:15](=[O:16])[O-:17])[cH:12][c:13]1[Cl:14]>>[NH:1]1[CH2:2][CH2:3][NH:4][C:5]1=[N:7][c:8]1[c:9]([Cl:18])[cH:10][c:11]([N+:15](=[O:16])[O-:17])[cH:12][c:13]1[Cl:14]. The reactants are C(C)(C)(C)OC(=O)N1CC(NCC1)C (1-(tert-butoxycarbonyl)-3-methylpiperazine), ClS(=O)(=O)C1=C2C(=CN=CC2=CC=C1)C (5-chlorosulfonyl-4-methylisoquinoline). The product is Cl.Cl.CC1N(CCNC1)S(=O)(=O)C1=C2C(=CN=CC2=CC=C1)C (2-Methyl-1-[(4-methyl-5-isoquinolinyl)sulfonyl]piperazine dihydrochloride). Isolated yield 78.2%. Reaction SMILES: C(OC([N:8]1[CH2:13][CH2:12][NH:11][CH:10]([CH3:14])[CH2:9]1)=O)(C)(C)C.[Cl:15][S:16]([C:19]1[CH:28]=[CH:27][CH:26]=[C:25]2[C:20]=1[C:21]([CH3:29])=[CH:22][N:23]=[CH:24]2)(=[O:18])=[O:17]>>[ClH:15].[ClH:15].[CH3:14][CH:10]1[CH2:9][NH:8][CH2:13][CH2:12][N:11]1[S:16]([C:19]1[CH:28]=[CH:27][CH:26]=[C:25]2[C:20]=1[C:21]([CH3:29])=[CH:22][N:23]=[CH:24]2)(=[O:17])=[O:18] |f:2.3.4|. Reported procedure: Using 0.40 g of 1-(tert-butoxycarbonyl)-3-methylpiperazine and 0.49 g of 5-chlorosulfonyl-4-methylisoquinoline, the procedure of Example 1 was otherwise repeated to provide 0.3 g of the objective compound (white crystals). Starting materials: O=C([O-])[O-], CCOC(=O)c1cc(=O)c2cc(OCC)cc(Br)c2o1, CN1CCNCC1, Cc1ccccc1, [Cs+], [Cs+]. Product: CCOC(=O)c1cc(=O)c2cc(OCC)cc(N3CCN(C)CC3)c2o1. Reaction SMILES: [C:28](=[O:29])([O-:30])[O-:31].[CH2:1]([CH3:2])[O:3][C:4](=[O:5])[c:6]1[o:7][c:8]2[c:9]([Br:20])[cH:10][c:11]([O:17][CH2:18][CH3:19])[cH:12][c:13]2[c:14](=[O:16])[cH:15]1.[CH3:21][N:22]1[CH2:23][CH2:24][NH:25][CH2:26][CH2:27]1.[CH3:34][c:35]1[cH:36][cH:37][cH:38][cH:39][cH:40]1.[Cs+:32].[Cs+:33]>>[CH2:1]([CH3:2])[O:3][C:4](=[O:5])[c:6]1[o:7][c:8]2[c:9]([N:25]3[CH2:24][CH2:23][N:22]([CH3:21])[CH2:27][CH2:26]3)[cH:10][c:11]([O:17][CH2:18][CH3:19])[cH:12][c:13]2[c:14](=[O:16])[cH:15]1. Reactants: C(C)OC(=O)C=1OC2=C(C1C)C(=C(C=C2)C(C)(C)C)O (ethyl-3-methyl-4-hydroxy-5-tert-butyl-benzofuran-2-carboxylate), S1C(=CC=C1)C(=O)Cl (thiophene-2-carbonyl-chloride), [Al+3].[Cl-].[Cl-].[Cl-] (AlCl3). Run in ClCCCl (1,2-dichloroethane), ClCCCl (1,2-dichloroethane). The product is C(C)OC(=O)C=1OC2=C(C1C)C(=C(C=C2C(=O)C=2SC=CC2)C(C)(C)C)O (Ethyl-3-methyl-4-hydroxy-5-tert-butyl-7-(2-thienoyl)-Benzofuran-2-Carboxylate). As a reaction SMILES: [CH2:1]([O:3][C:4]([C:6]1[O:7][C:8]2[CH:15]=[CH:14][C:13]([C:16]([CH3:19])([CH3:18])[CH3:17])=[C:12]([OH:20])[C:9]=2[C:10]=1[CH3:11])=[O:5])[CH3:2].[S:21]1[CH:25]=[CH:24][CH:23]=[C:22]1[C:26](Cl)=[O:27].[Al+3].[Cl-].[Cl-].[Cl-]>ClCCCl>[CH2:1]([O:3][C:4]([C:6]1[O:7][C:8]2[C:15]([C:26]([C:22]3[S:21][CH:25]=[CH:24][CH:23]=3)=[O:27])=[CH:14][C:13]([C:16]([CH3:19])([CH3:18])[CH3:17])=[C:12]([OH:20])[C:9]=2[C:10]=1[CH3:11])=[O:5])[CH3:2] |f:2.3.4.5|. Reported procedure: To a solution of ethyl-3-methyl-4-hydroxy-5-tert-butyl-benzofuran-2-carboxylate 12a (0.760 g, 2.75 mmol) in 30 mL dry (4A sieves) 1,2-dichloroethane at 5° C. under nitrogen was added a solution of thiophene-2-carbonyl-chloride (806 mg, 5.49 mmol) in 5 mL 1,2-dichloroethane followed by the portionwise addition of AlCl3 (0.733 g, 5.59 mmol). The cooling bath was removed and the reaction mixture allowed to warm to room temperature and then refluxed for 1.5 hours. The reaction mixture was then coole...